From a dataset of the Open Reaction Database (ORD), a public repository of structured organic reaction records. describe an organic reaction: reactants, conditions, products, and yield Reactants: C([O-])(O)=O.[Na+] (sodium bicarbonate), [N+](=O)([O-])C (nitromethane), CC(=O)OCC1=C(N2[C@@H]([C@@H](C2=O)N)SC1)C(=O)O (7-ACA), [Sb](Cl)(Cl)(Cl)(Cl)Cl (antimony pentachloride). Conditions: temperature 50 celsius. Yields the product desired product, NC1[C@@H]2N(C(=C(CS2)COC)C(=O)O)C1=O (7-amino-3-methoxymethyl-3-cephem-4-carboxylic acid). Procedure: To 10 ml of nitromethane were added 2.72 g of 7-ACA, 3.0 g of methanol, 10.0 g of zinc chloride and 3.1 g of antimony pentachloride. The mixture was heated at 50° C. for 25 min to advance a reaction. After completion of the reaction, the reaction mixture was cooled to 5° C. To the reaction mixture was added 150 ml of water. Then, the mixture was adjusted to pH 7.5 with sodium bicarbonate at a temperature of from 0° C. to 5° C. The resulting precipitate was filtered off, and then washed with wate... Solvent: O (water), CO (methanol). The reagents and catalysts are [Cl-].[Zn+2].[Cl-] (zinc chloride). As a reaction SMILES: [N+](C)([O-])=O.C[C:6]([O:8][CH2:9][C:10]1[CH2:19][S:18][C@@H:13]2[C@H:14]([NH2:17])[C:15](=[O:16])[N:12]2[C:11]=1[C:20]([OH:22])=[O:21])=O.[Sb](Cl)(Cl)(Cl)(Cl)Cl.C(=O)(O)[O-].[Na+]>[Cl-].[Zn+2].[Cl-].O.CO>[NH2:17][CH:14]1[C:15](=[O:16])[N:12]2[C:11]([C:20]([OH:22])=[O:21])=[C:10]([CH2:9][O:8][CH3:6])[CH2:19][S:18][C@H:13]12 |f:3.4,5.6.7|. Reactants: FC(F)(F)c1ncnc(Cl)c1Br, CCO, CC[O-], [Na+]. The product is CCOc1ncnc(C(F)(F)F)c1Br. As a reaction SMILES: [Br:5][c:6]1[c:7]([Cl:16])[n:8][cH:9][n:10][c:11]1[C:12]([F:13])([F:14])[F:15].[CH3:17][CH2:18][OH:19].[CH3:2][CH2:3][O-:4].[Na+:1]>>[CH3:2][CH2:3][O:4][c:7]1[c:6]([Br:5])[c:11]([C:12]([F:13])([F:14])[F:15])[n:10][cH:9][n:8]1. Reactants: C(C)(C)(C)C1=CC=C(C=C1)B(O)O (4-tert-butylphenylboronic acid), BrC1=CC(=C(C(=C1)C)NC(C(F)(F)F)=O)C (N-(4-bromo-2,6-dimethylphenyl)-2,2,2-trifluoroacetamide), C(=O)([O-])[O-].[Na+].[Na+] (Na2CO3). The reagents and catalysts are CC(=O)[O-].CC(=O)[O-].[Pd+2] (Pd(OAc)2). Conditions: time 4.5 hour. The product is FC(C(=O)NC1=C(C=C(C=C1C)C1=CC=C(C=C1)C(C)(C)C)C)(F)F (2,2,2-trifluoro-N-(4′-tert-butyl-3,5-dimethyl-biphenyl-4-yl)-acetamide). The yield is 74.0%. As a reaction SMILES: [C:1]([C:5]1[CH:10]=[CH:9][C:8](B(O)O)=[CH:7][CH:6]=1)([CH3:4])([CH3:3])[CH3:2].Br[C:15]1[CH:20]=[C:19]([CH3:21])[C:18]([NH:22][C:23](=[O:28])[C:24]([F:27])([F:26])[F:25])=[C:17]([CH3:29])[CH:16]=1.C([O-])([O-])=O.[Na+].[Na+]>CC([O-])=O.CC([O-])=O.[Pd+2]>[F:25][C:24]([F:26])([F:27])[C:23]([NH:22][C:18]1[C:19]([CH3:21])=[CH:20][C:15]([C:8]2[CH:9]=[CH:10][C:5]([C:1]([CH3:4])([CH3:3])[CH3:2])=[CH:6][CH:7]=2)=[CH:16][C:17]=1[CH3:29])=[O:28] |f:2.3.4,5.6.7|. Procedure: A two-neck 100 ml round bottom flask equipped with a reflux condenser capped with a three-way stopcock was charged with 4-tert-butylphenylboronic acid (0.841 g, 4.724 mmol), N-(4-bromo-2,6-dimethylphenyl)-2,2,2-trifluoroacetamide (1.3346 g, 4.73 mmol), Pd(OAc)2 (45 mg, 0.2 mmol), and Na2CO3 (1.009 g, 3.53 mmol). The reactor was purged of air (three vacuum/argon cycles) before degassed methanol (50 ml) was added. The reaction flask was placed in an ultrasound bath for 4.5 h. The solution was filt... The reactants are CC(C)(C)OC(=O)C(N1CCN(Cc2ccccc2)C1=O)C(C)(C)C, ClCCl. The product is CC(C)(C)C(C(=O)O)N1CCN(Cc2ccccc2)C1=O. RXN SMILES: [C:1]([CH3:2])([CH3:3])([CH3:4])[O:5][C:6]([CH:7]([C:8]([CH3:9])([CH3:10])[CH3:11])[N:12]1[C:13](=[O:24])[N:14]([CH2:17][c:18]2[cH:19][cH:20][cH:21][cH:22][cH:23]2)[CH2:15][CH2:16]1)=[O:25].[Cl:26][CH2:27][Cl:28]>>[O:5]=[C:6]([CH:7]([C:8]([CH3:9])([CH3:10])[CH3:11])[N:12]1[C:13](=[O:24])[N:14]([CH2:17][c:18]2[cH:19][cH:20][cH:21][cH:22][cH:23]2)[CH2:15][CH2:16]1)[OH:25]. Starting materials: C1(CCCCC1)C=1C=2C=CC(=CC2N2CC(COC3=C(C21)C=CC=C3)CCCN3CCNCC3)C(=O)OC (methyl 14-cyclohexyl-7-(3-piperazin-1-ylpropyl)-7,8-dihydro-6H-indolo[1,2-e][1,5]benzoxazocine-11-carboxylate), C(C)(C)(C)OC(=O)[N-]S(=O)(=O)N1C=CC(C=C1)=[N+](C)C ((tert-butoxycarbonyl){[4-(dimethyliminio)pyridin-1(4H)-yl]sulfonyl}azanide), C1CCOC1 (THF). Solvent: CCOC(=O)C (EtOAc). Run at temperature 40 celsius, time 2 hour. The product is C(C)(C)(C)OC(=O)N(S(=O)(=O)N1CCN(CC1)CCCC1COC2=C(C=3N(C1)C=1C=C(C=CC1C3C3CCCCC3)C(=O)OC)C=CC=C2)C (methyl 7-[3-(4-{[(tert-butoxycarbonyl)(methyl)amino]sulfonyl}piperazin-1-yl)propyl]-14-cyclohexyl-7,8-dihydro-6H-indolo[1,2-e][1,5]benzoxazocine-11-carboxylate). Yield: 58.0%. RXN SMILES: [CH:1]1([C:7]2[C:8]3[CH:9]=[CH:10][C:11]([C:35]([O:37][CH3:38])=[O:36])=[CH:12][C:13]=3[N:14]3[C:21]=2[C:20]2[CH:22]=[CH:23][CH:24]=[CH:25][C:19]=2[O:18][CH2:17][CH:16]([CH2:26][CH2:27][CH2:28][N:29]2[CH2:34][CH2:33][NH:32][CH2:31][CH2:30]2)[CH2:15]3)[CH2:6][CH2:5][CH2:4][CH2:3][CH2:2]1.[C:39]([O:43][C:44]([N-:46][S:47](N1C=CC(=[N+](C)C)C=C1)(=[O:49])=[O:48])=[O:45])([CH3:42])([CH3:41])[CH3:40].[CH2:59]1COCC1>CCOC(C)=O>[C:39]([O:43][C:44]([N:46]([CH3:59])[S:47]([N:32]1[CH2:33][CH2:34][N:29]([CH2:28][CH2:27][CH2:26][CH:16]2[CH2:15][N:14]3[C:13]4[CH:12]=[C:11]([C:35]([O:37][CH3:38])=[O:36])[CH:10]=[CH:9][C:8]=4[C:7]([CH:1]4[CH2:6][CH2:5][CH2:4][CH2:3][CH2:2]4)=[C:21]3[C:20]3[CH:22]=[CH:23][CH:24]=[CH:25][C:19]=3[O:18][CH2:17]2)[CH2:30][CH2:31]1)(=[O:49])=[O:48])=[O:45])([CH3:42])([CH3:41])[CH3:40]. Reported procedure: To a solution of methyl 14-cyclohexyl-7-(3-piperazin-1-ylpropyl)-7,8-dihydro-6H-indolo[1,2-e][1,5]benzoxazocine-11-carboxylate (0.11 M) in dry THF was added (tert-butoxycarbonyl){[4-(dimethyliminio)pyridin-1(4H)-yl]sulfonyl}azanide (1 eq) (prepared following literature procedure: Winum, J.-Y. et al Org. Lett. 2001, 3, 2241-2243) and the mixture stirred at 40° C. for 2 h. The reaction was allowed to cool to RT before diluting with EtOAc. The combined organics were washed with 1N HCl (aq), sat. aq... Reactants: N1N=NN=C1C1=NC=C(C=C1)Br (2-(5-tetrazolyl)-5-bromopyridine), C(C)(=O)OC(C)=O (acetic anhydride). Reaction SMILES: N1[C:5]([C:6]2[CH:11]=[CH:10][C:9]([Br:12])=[CH:8][N:7]=2)=[N:4][N:3]=N1.[C:13](OC(=O)C)(=[O:15])[CH3:14]>>[CH3:14][C:13]1[O:15][C:5]([C:6]2[CH:11]=[CH:10][C:9]([Br:12])=[CH:8][N:7]=2)=[N:4][N:3]=1. Reported procedure: In 10 ml of acetic anhydride was dissolved 1 g of 2-(5-tetrazolyl)-5-bromopyridine, followed by refluxing for 2 hours. After completion of the reaction, the same post-treatment as in Preparation Example 13 was conducted to give the title compound. 0.6 g. Product: CC1=NN=C(O1)C1=NC=C(C=C1)Br (2-[5-Methyl-(1,3,4)-oxadiazol-2-yl]-5-bromopyridine). Reactants: C(C)(C)OC1=C(C(=O)O)C=C(C=C1)S(=O)(=O)C (2-Isopropoxy-5-methanesulfonyl-benzoic acid), CN(C)C(=[N+](C)C)ON1C2=C(C=CC=C2)N=N1.[B-](F)(F)(F)F (TBTU), C(C)N(C(C)C)C(C)C (N-ethyldiisopropylamine), BrC1=CN=C(S1)N1CCNCC1 (1-(5-bromo-thiazol-2-yl)-piperazine). Solvent: C(C)(=O)OCC.CCCCCCC (ethyl acetate heptane), O1CCCC1 (tetrahydrofuran). Run at time 16 hour. Yields the product BrC1=CN=C(S1)N1CCN(CC1)C(=O)C1=C(C=CC(=C1)S(=O)(=O)C)OC(C)C ([4-(5-Bromo-thiazol-2-yl)-piperazin-1-yl]-(2-isopropoxy-5-methanesulfonyl-phenyl)-methanone). The yield is 87.0%. RXN SMILES: [CH:1]([O:4][C:5]1[CH:13]=[CH:12][C:11]([S:14]([CH3:17])(=[O:16])=[O:15])=[CH:10][C:6]=1[C:7]([OH:9])=O)([CH3:3])[CH3:2].CN(C(ON1N=NC2C=CC=CC1=2)=[N+](C)C)C.[B-](F)(F)(F)F.C(N(C(C)C)C(C)C)C.[Br:49][C:50]1[S:54][C:53]([N:55]2[CH2:60][CH2:59][NH:58][CH2:57][CH2:56]2)=[N:52][CH:51]=1>O1CCCC1.C(OCC)(=O)C.CCCCCCC>[Br:49][C:50]1[S:54][C:53]([N:55]2[CH2:56][CH2:57][N:58]([C:7]([C:6]3[CH:10]=[C:11]([S:14]([CH3:17])(=[O:16])=[O:15])[CH:12]=[CH:13][C:5]=3[O:4][CH:1]([CH3:2])[CH3:3])=[O:9])[CH2:59][CH2:60]2)=[N:52][CH:51]=1 |f:1.2,6.7|. Reported procedure: To a solution of 0.31 mmol 2-isopropoxy-5-methanesulfonyl-benzoic acid (Example A1) in 7 ml tetrahydrofuran were added successively 0.46 mmol TBTU, 1.24 mmol N-ethyldiisopropylamine and 0.34 mmol 1-(5-bromo-thiazol-2-yl)-piperazine. The reaction mixture was stirred at RT for 16 h and then concentrated in vacuo. Chromatography (SiO2, ethyl acetate/heptane) afforded the title compound as a white foam (yield 87%). MS (m/e): 490.3 ({81Br}M+H+, 100%), 488.3 ({79Br}M+H+, 84%).